This data is from the Open Reaction Database (ORD), a public repository of structured organic reaction records. The task is: describe an organic reaction: reactants, conditions, products, and yield Reactants: C(C)(C)(C)C=1C=C(C=C(C1O)C(C)(C)C)SC(CC(C)SC1=CC(=C(C(=C1)C(C)(C)C)O)C(C)(C)C)SC1=CC(=C(C(=C1)C(C)(C)C)O)C(C)(C)C (1,1,3-Tris-(3,5-di-tert-butyl-4-hydroxyphenylthio)butane), C(C)(C)(C)C=1C=C(C=C(C1O)C)SC(CC=O)C (3-(3-Tert-butyl-4-hydroxy-5-methylphenylthio)butanal), C(C)(C)(C)C1=C(C(=CC(=C1)S)C)O (2-tert-butyl-6-methyl-4-mercaptophenol). Product: C(C)(C)(C)C=1C=C(C=C(C1O)C)SC(CC(C)SC1=CC(=C(C(=C1)C)O)C(C)(C)C)SC1=CC(=C(C(=C1)C)O)C(C)(C)C (1,1,3-Tris-(3-tert-butyl-4-hydroxy-5-methylphenylthio)butane). Reaction SMILES: [C:1]([C:5]1[CH:6]=[C:7]([S:16][CH:17]([S:37][C:38]2[CH:43]=[C:42]([C:44](C)(C)C)[C:41]([OH:48])=[C:40]([C:49]([CH3:52])([CH3:51])[CH3:50])[CH:39]=2)[CH2:18][CH:19]([S:21][C:22]2[CH:27]=[C:26]([C:28](C)(C)C)[C:25]([OH:32])=[C:24]([C:33]([CH3:36])([CH3:35])[CH3:34])[CH:23]=2)[CH3:20])[CH:8]=[C:9]([C:12]([CH3:15])([CH3:14])[CH3:13])[C:10]=1[OH:11])(C)(C)C.C(C1C=C(SC(C)CC=O)C=C(C)C=1O)(C)(C)C.C(C1C=C(S)C=C(C)C=1O)(C)(C)C>>[C:49]([C:40]1[CH:39]=[C:38]([S:37][CH:17]([S:16][C:7]2[CH:6]=[C:5]([CH3:1])[C:10]([OH:11])=[C:9]([C:12]([CH3:13])([CH3:15])[CH3:14])[CH:8]=2)[CH2:18][CH:19]([S:21][C:22]2[CH:27]=[C:26]([CH3:28])[C:25]([OH:32])=[C:24]([C:33]([CH3:34])([CH3:35])[CH3:36])[CH:23]=2)[CH3:20])[CH:43]=[C:42]([CH3:44])[C:41]=1[OH:48])([CH3:50])([CH3:51])[CH3:52]. Reported procedure: The instant compound named above is made in an analogous manner to the compound of Example 3 by reacting a one molar proportion of reactant (a) with two molar proportions of 2-tert-butyl-6-methyl-4-mercaptophenol. After recrystallization from a solvent mixture of 12:1 heptane:toluene, the compound is isolated as white crystals melting at 65°-69° C. Starting materials: C1COCCO1, Cc1ccc(-c2cc3nc(Cl)cc(N4CCOCC4)n3n2)cn1, NN, O. Yields the product Cc1ccc(-c2cc3nc(NN)cc(N4CCOCC4)n3n2)cn1. As a reaction SMILES: [CH2:27]1[O:28][CH2:29][CH2:30][O:31][CH2:32]1.[Cl:1][c:2]1[n:3][c:4]2[n:5]([c:6]([N:8]3[CH2:9][CH2:10][O:11][CH2:12][CH2:13]3)[cH:7]1)[n:14][c:15](-[c:17]1[cH:18][n:19][c:20]([CH3:23])[cH:21][cH:22]1)[cH:16]2.[NH2:25][NH2:26].[OH2:24]>>[c:2]1([NH:25][NH2:26])[n:3][c:4]2[n:5]([c:6]([N:8]3[CH2:9][CH2:10][O:11][CH2:12][CH2:13]3)[cH:7]1)[n:14][c:15](-[c:17]1[cH:18][n:19][c:20]([CH3:23])[cH:21][cH:22]1)[cH:16]2. The reactants are COC=1C=CC2=C(N=C(O2)N(C)C)C1 ((5-methoxy-benzooxazol-2-yl)-dimethyl-amine), Br (HBr). The reagents and catalysts are [Br-].C(CCC)[P+](CCCC)(CCCC)CCCC (tetrabutylphosphonium bromide). Run in [OH-].[Na+] (NaOH). Run at temperature 105 celsius. Yields the product CN(C=1OC2=C(N1)C=C(C=C2)O)C (2-Dimethylamino-benzooxazol-5-ol). The yield is 92.4%. Reaction SMILES: C[O:2][C:3]1[CH:4]=[CH:5][C:6]2[O:10][C:9]([N:11]([CH3:13])[CH3:12])=[N:8][C:7]=2[CH:14]=1.Br>[Br-].C([P+](CCCC)(CCCC)CCCC)CCC.[OH-].[Na+]>[CH3:12][N:11]([CH3:13])[C:9]1[O:10][C:6]2[CH:5]=[CH:4][C:3]([OH:2])=[CH:14][C:7]=2[N:8]=1 |f:2.3,4.5|. Procedure: A mixture of (5-methoxy-benzooxazol-2-yl)-dimethyl-amine (6.41 g, 0.03 mol), tetrabutylphosphonium bromide (1.13 g, 3.34 mmol), and 48% HBr (40 mL) was stirred at 105° C. for twenty-five hours before it was cooled to room temperature, neutralized with 10N NaOH (30 mL) to pH=8. The resulting precipitate was filtered, washed with water, and dried in vacuo to give the title compound as a pale brown solid (4.94 g): 1H NMR (CDCl3, 200 MHz): δ=7.05 (m, 1H), 6.86 (m, 1H), 6.48 (m, 1H), 3.19 (s, 6H). The reactants are O=C(c1ccccc1OCc1ccccc1)N1CCNCC1, CC(C)CCO, COc1cc2nc(Cl)nc(N)c2cc1OC. The product is Cl, COc1cc2nc(N3CCN(C(=O)c4ccccc4OCc4ccccc4)CC3)nc(N)c2cc1OC. Reaction SMILES: [CH2:17]([c:18]1[cH:19][cH:20][cH:21][cH:22][cH:23]1)[O:24][c:25]1[c:26]([C:27](=[O:28])[N:29]2[CH2:30][CH2:31][NH:32][CH2:33][CH2:34]2)[cH:35][cH:36][cH:37][cH:38]1.[CH2:39]([OH:40])[CH2:41][CH:42]([CH3:43])[CH3:44].[NH2:1][c:2]1[n:3][c:4]([Cl:16])[n:5][c:6]2[cH:7][c:8]([O:14][CH3:15])[c:9]([O:12][CH3:13])[cH:10][c:11]12>>[ClH:16].[NH2:1][c:2]1[n:3][c:4]([N:32]2[CH2:31][CH2:30][N:29]([C:27]([c:26]3[c:25]([O:24][CH2:17][c:18]4[cH:19][cH:20][cH:21][cH:22][cH:23]4)[cH:38][cH:37][cH:36][cH:35]3)=[O:28])[CH2:34][CH2:33]2)[n:5][c:6]2[cH:7][c:8]([O:14][CH3:15])[c:9]([O:12][CH3:13])[cH:10][c:11]12. Starting materials: C12(CC3CC(CC(C1)C3)C2)C2=NN(C(S2)C(=O)OCC)C(CCS)=O (Ethyl 5-(adamant-1-yl)-2,3-dihydro-3-(3-mercapto-1-oxopropyl)-1,3,4-thiadiazole-2-carboxylate), [OH-].[K+] (potassium hydroxide). Product: C12(CC3CC(CC(C1)C3)C2)C2=NN(C(S2)C(=O)O)C(CCS)=O (5-(Adamant-1-yl)-2,3-dihydro-3-(3-mercapto-1-oxopropyl)-1,3,4-thiadiazole-2-carboxylic acid). Reaction SMILES: [C:1]12([C:11]3[S:15][CH:14]([C:16]([O:18]CC)=[O:17])[N:13]([C:21](=[O:25])[CH2:22][CH2:23][SH:24])[N:12]=3)[CH2:10][CH:5]3[CH2:6][CH:7]([CH2:9][CH:3]([CH2:4]3)[CH2:2]1)[CH2:8]2.[OH-].[K+]>>[C:1]12([C:11]3[S:15][CH:14]([C:16]([OH:18])=[O:17])[N:13]([C:21](=[O:25])[CH2:22][CH2:23][SH:24])[N:12]=3)[CH2:8][CH:7]3[CH2:9][CH:3]([CH2:4][CH:5]([CH2:6]3)[CH2:10]1)[CH2:2]2 |f:1.2|. Procedure: The product of step (d) was treated with potassium hydroxide by the process of Example 3, step (c) to give the title product as white solid. mp 183°-184°. Mass spectrum (FAB) showed M+ 355 (base peak 221). C16H22N2O3S2 requires MWt 354. Reactants: solid, Cl.Cl.FC1=CC=C(C=2C=COC21)C2CCN(CC2)CC[C@@H]2CC[C@H](CC2)N (trans-4-{2-[4-(7-fluoro-benzofuran-4-yl)-piperidin-1-yl]-ethyl}-cyclohexylamine dihydrochloride), Cl.Cl.FC1=CC=C(C=2C=COC21)C2CCN(CC2)CC[C@@H]2CC[C@H](CC2)N (trans-4-{2-[4-(7-fluoro-benzofuran-4-yl)-piperidin-1-yl]-ethyl}-cyclohexylamine dihydrochloride), O1CCC(CC1)CC(=O)O (tetrahydropyran-4-yl-acetic acid). Yields the product FC1=CC=C(C=2C=COC21)C2CCN(CC2)CC[C@@H]2CC[C@H](CC2)NC(CC2CCOCC2)=O (trans-N-(4-{2-[4-(7-Fluoro-benzofuran-4-yl)-piperidin-1-yl]-ethyl}-cyclohexyl)-2-(tetrahydro-pyran-4-yl)-acetamide). Reaction SMILES: Cl.Cl.[F:3][C:4]1[C:12]2[O:11][CH:10]=[CH:9][C:8]=2[C:7]([CH:13]2[CH2:18][CH2:17][N:16]([CH2:19][CH2:20][C@H:21]3[CH2:26][CH2:25][C@H:24]([NH2:27])[CH2:23][CH2:22]3)[CH2:15][CH2:14]2)=[CH:6][CH:5]=1.[O:28]1[CH2:33][CH2:32][CH:31]([CH2:34][C:35](O)=[O:36])[CH2:30][CH2:29]1>>[F:3][C:4]1[C:12]2[O:11][CH:10]=[CH:9][C:8]=2[C:7]([CH:13]2[CH2:18][CH2:17][N:16]([CH2:19][CH2:20][C@H:21]3[CH2:22][CH2:23][C@H:24]([NH:27][C:35](=[O:36])[CH2:34][CH:31]4[CH2:32][CH2:33][O:28][CH2:29][CH2:30]4)[CH2:25][CH2:26]3)[CH2:15][CH2:14]2)=[CH:6][CH:5]=1 |f:0.1.2|. Procedure details: The title compound, off-white solid (76 mg, 65%), MS (ISP) m/z=471.4 [(M+H)+], mp 187.5° C., was prepared in accordance with the general method of example 1 from trans-4-{2-[4-(7-fluoro-benzofuran-4-yl)-piperidin-1-yl]-ethyl}-cyclohexylamine dihydrochloride (intermediate C) (104 mg, 0.25 mmol) and tetrahydropyran-4-yl-acetic acid. Starting materials: BrB(Br)Br, O=C([O-])O, COc1ccc(Oc2c(Cl)cc(C#N)cc2Cl)cc1C(=O)N1CCCCC1, [Na+], O. Product: N#Cc1cc(Cl)c(Oc2ccc(O)c(C(=O)N3CCCCC3)c2)c(Cl)c1. As a reaction SMILES: [B:28]([Br:29])([Br:30])[Br:31].[C:32](=[O:33])([OH:34])[O-:35].[Cl:1][c:2]1[cH:3][c:4]([C:5]#[N:6])[cH:7][c:8]([Cl:27])[c:9]1[O:10][c:11]1[cH:12][c:13]([C:19](=[O:20])[N:21]2[CH2:22][CH2:23][CH2:24][CH2:25][CH2:26]2)[c:14]([O:17][CH3:18])[cH:15][cH:16]1.[Na+:36].[OH2:37]>>[Cl:1][c:2]1[cH:3][c:4]([C:5]#[N:6])[cH:7][c:8]([Cl:27])[c:9]1[O:10][c:11]1[cH:12][c:13]([C:19](=[O:20])[N:21]2[CH2:22][CH2:23][CH2:24][CH2:25][CH2:26]2)[c:14]([OH:17])[cH:15][cH:16]1. Reactants: N1CCOCC1 (morpholine), C(C)(C)N(CC)C(C)C (N,N-diisopropyl-N-ethylamine), C(C1=CC=CC=C1)OC(C(CS(=O)(=O)Cl)NC(=O)OCC1=CC=CC=C1)=O (2-benzyloxycarbonylamino-3-chlorosulfonylpropionic acid benzyl ester). The solvent is C(Cl)Cl (CH2Cl2), C(C)#N (acetonitrile). Reaction conditions: time 10 minute. The product is C(C1=CC=CC=C1)OC([C@H](CS(=O)(=O)N1CCOCC1)NC(=O)OCC1=CC=CC=C1)=O (2(R)-benzyloxycarbonylamino-3-(morpholin-4-sulfonyl)propionic acid benzyl ester). Isolated yield 99.2%. As a reaction SMILES: [NH:1]1[CH2:6][CH2:5][O:4][CH2:3][CH2:2]1.C(N(C(C)C)CC)(C)C.[CH2:16]([O:23][C:24](=[O:42])[CH:25]([NH:31][C:32]([O:34][CH2:35][C:36]1[CH:41]=[CH:40][CH:39]=[CH:38][CH:37]=1)=[O:33])[CH2:26][S:27](Cl)(=[O:29])=[O:28])[C:17]1[CH:22]=[CH:21][CH:20]=[CH:19][CH:18]=1>C(#N)C.C(Cl)Cl>[CH2:16]([O:23][C:24](=[O:42])[C@@H:25]([NH:31][C:32]([O:34][CH2:35][C:36]1[CH:41]=[CH:40][CH:39]=[CH:38][CH:37]=1)=[O:33])[CH2:26][S:27]([N:1]1[CH2:6][CH2:5][O:4][CH2:3][CH2:2]1)(=[O:29])=[O:28])[C:17]1[CH:18]=[CH:19][CH:20]=[CH:21][CH:22]=1. Procedure: To a solution of morpholine (Aldrich, 1.27 mL, 14.6 mmol) and N,N-diisopropyl-N-ethylamine (DIPEA, Aldrich, 2.5 mL, 14.6 mmol) in acetonitrile (25 mL) at rt is added solid 2-benzyloxycarbonylamino-3-chlorosulfonylpropionic acid benzyl ester (3.0 g, 7.3 mmol), (prepared as described in Ross, D. L.; Skinner, C. G.; Shive, W. J. Org. Chem. 1959, 24, 1372-1374; and b) Byrnes, S.; Burckart, G. J.; Mokotoff, M. J. Med. Chem. 1978, 21, 45-49], in small portions over 10 min. A clear colorless solution r... As a reaction SMILES: [CH2:25]1[O:26][CH2:27][CH2:28][CH2:29]1.[CH3:1][N:2]([CH3:3])[CH2:4][CH:5]([C:6](=[O:7])[O:8][CH3:9])[c:10]1[cH:11][cH:12][c:13]([C:14](=[O:15])[O:16][C:17]([CH3:18])([CH3:19])[CH3:20])[cH:21][cH:22]1.[CH3:30][OH:31].[K+:24].[OH-:23]>>[CH3:1][N:2]([CH3:3])[CH2:4][CH:5]([C:6](=[O:7])[O-:8])[c:10]1[cH:11][cH:12][c:13]([C:14](=[O:15])[O:16][C:17]([CH3:18])([CH3:19])[CH3:20])[cH:21][cH:22]1.[K+:24]. Yields the product CN(C)CC(C(=O)[O-])c1ccc(C(=O)OC(C)(C)C)cc1, [K+]. The reactants are C1CCOC1, COC(=O)C(CN(C)C)c1ccc(C(=O)OC(C)(C)C)cc1, CO, [K+], [OH-].